This data is from the Open Reaction Database (ORD), a public repository of structured organic reaction records. The task is: describe an organic reaction: reactants, conditions, products, and yield Starting materials: BrCC=1OC2=C(C1)C(=CC(=C2)C(=O)OCC)OC2=CC=C(C=C2)S(=O)(=O)C (ethyl 2-(bromomethyl)-4-(4-(methylsulfonyl)phenoxy)benzofuran-6-carboxylate), C[O-].[Na+] (NaOMe), Cl (HCl), O (water). Solvent: C1CCOC1 (THF), CO (MeOH), CO (MeOH). Run at temperature 0 celsius, time 2 hour. The product is COCC=1OC2=C(C1)C(=CC(=C2)C(=O)O)OC2=CC=C(C=C2)S(=O)(=O)C (2-(Methoxymethyl)-4-(4-(methylsulfonyl)-phenoxy)-benzofuran-6-carboxylic acid). Yield: 98.0%. As a reaction SMILES: Br[CH2:2][C:3]1[O:4][C:5]2[CH:11]=[C:10]([C:12](OCC)=[O:13])[CH:9]=[C:8]([O:17][C:18]3[CH:23]=[CH:22][C:21]([S:24]([CH3:27])(=[O:26])=[O:25])=[CH:20][CH:19]=3)[C:6]=2[CH:7]=1.[CH3:28][O-:29].[Na+].[OH2:31].Cl>C1COCC1.CO>[CH3:28][O:29][CH2:2][C:3]1[O:4][C:5]2[CH:11]=[C:10]([C:12]([OH:13])=[O:31])[CH:9]=[C:8]([O:17][C:18]3[CH:19]=[CH:20][C:21]([S:24]([CH3:27])(=[O:26])=[O:25])=[CH:22][CH:23]=3)[C:6]=2[CH:7]=1 |f:1.2|. Procedure: To a solution of ethyl 2-(bromomethyl)-4-(4-(methylsulfonyl)phenoxy)benzofuran-6-carboxylate (285a) (750 mg, 1.65 mmol) in THF and MeOH (3:1, 15 mL) was added NaOMe in MeOH (25% w/w, 1 mL) drop-wise at 0° C. After the solution was stirred at 0° C. for 2 hours, water was added and the stirring was continued for 14 h. The solvents were reduced under reduced pressure. To the aqueous solution was added 1N HCl until the pH˜1. The product was extracted with CHCl3 and dried over MgSO4. The solution was... Reactants: C1(=CC=CC=C1)C1=CC(OC(=C1)C1=CC=CC=C1)=O (4,6-diphenyl-2H-pyran-2-one), P12(=S)SP3(=S)SP(=S)(S1)SP(=S)(S2)S3 (phosphorus pentasulfide). Solvent: C1=CC=CC=C1 (benzene). Yields the product C1(=CC=CC=C1)C1=CC(OC(=C1)C1=CC=CC=C1)=S (4,6-diphenyl-2H-pyran-2-thione). Isolated yield 134.2%. Reaction SMILES: [C:1]1([C:7]2[CH:12]=[C:11]([C:13]3[CH:18]=[CH:17][CH:16]=[CH:15][CH:14]=3)[O:10][C:9](=O)[CH:8]=2)[CH:6]=[CH:5][CH:4]=[CH:3][CH:2]=1.P12(SP3(SP(SP(S3)(S1)=S)(=S)S2)=S)=[S:21]>C1C=CC=CC=1>[C:1]1([C:7]2[CH:12]=[C:11]([C:13]3[CH:18]=[CH:17][CH:16]=[CH:15][CH:14]=3)[O:10][C:9](=[S:21])[CH:8]=2)[CH:6]=[CH:5][CH:4]=[CH:3][CH:2]=1. Procedure: Under an inert atmosphere, 2.1 g of the product of Step A 45 ml of benzene and 7.5 g of phosphorus pentasulfide were mixed together and refluxed under inert atmosphere for 5 hours. Then the supernatant solution was decanted hot and concentrated to dryness by distilling under reduced pressure. This operation was repeated hot on the reaction medium four times, each time with 30 ml of benzene. The concentrates were put together and dried under a good vacuum to obtain 3 g of product which was chroma... Reactants: C(C(C)(C)C)(=O)Cl (pivaloyl chloride), N([C@@H](CC1=CN(C=N1)C1=C([N+](=O)[O-])C=C([N+](=O)[O-])C=C1)C(=O)O)C(=O)OC(C)(C)C (Boc-His(DNP)-OH), C(C)N1CCCCC1 (N-ethylpiperidine), C1(CCCCC1)C[C@@H]([C@H](CCCC1=NC=CC=C1)O)N (1(S)-cyclohexylmethyl-2(S)-hydroxy-5-(2-pyridyl)-pentylamine), C(=O)(OC(C)(C)C)N1C(OC([C@@H]1CC1CCCCC1)CCCC1=NC=CC=C1)(C)C (3-Boc-4(S)-cyclohexylmethyl-2,2-dimethyl-5-(3-(2-pyridyl)propyl)oxazolidine), C(=O)([O-])[O-].[Na+].[Na+] (Na2CO3), C(=O)([O-])[O-].[Na+].[Na+] (Na2CO3). Run in C(Cl)Cl (CH2Cl2), C(Cl)Cl (CH2Cl2), N1=CC=CC=C1 (pyridine). Conditions: temperature -5 celsius, time 10 minute. Product: N([C@@H](CC1=CN(C=N1)C1=C([N+](=O)[O-])C=C([N+](=O)[O-])C=C1)C(=O)O)C(=O)OC(C)(C)C.C1(CCCCC1)C[C@@H]([C@H](CCCC1=NC=CC=C1)O)[NH-] (Boc-His(DNP) 1(S)-cyclohexylmethyl-2(S)-hydroxy-5-(2-pyridyl)-pentylamide). As a reaction SMILES: C(Cl)(=O)C(C)(C)C.[NH:8]([C:31]([O:33][C:34]([CH3:37])([CH3:36])[CH3:35])=[O:32])[C@H:9]([C:28]([OH:30])=[O:29])[CH2:10][C:11]1[N:15]=[CH:14][N:13]([C:16]2[CH:27]=[CH:26][C:22]([N+:23]([O-:25])=[O:24])=[CH:21][C:17]=2[N+:18]([O-:20])=[O:19])[CH:12]=1.C(N1CCCCC1)C.[CH:46]1([CH2:52][C@H:53]([NH2:65])[C@@H:54]([OH:64])[CH2:55][CH2:56][CH2:57][C:58]2[CH:63]=[CH:62][CH:61]=[CH:60][N:59]=2)[CH2:51][CH2:50][CH2:49][CH2:48][CH2:47]1.C(N1[C@@H](CC2CCCCC2)C(CCCC2C=CC=CN=2)OC1(C)C)(OC(C)(C)C)=O.C([O-])([O-])=O.[Na+].[Na+]>C(Cl)Cl.N1C=CC=CC=1>[NH:8]([C:31]([O:33][C:34]([CH3:37])([CH3:36])[CH3:35])=[O:32])[C@H:9]([C:28]([OH:30])=[O:29])[CH2:10][C:11]1[N:15]=[CH:14][N:13]([C:16]2[CH:27]=[CH:26][C:22]([N+:23]([O-:25])=[O:24])=[CH:21][C:17]=2[N+:18]([O-:20])=[O:19])[CH:12]=1.[CH:46]1([CH2:52][C@H:53]([NH-:65])[C@@H:54]([OH:64])[CH2:55][CH2:56][CH2:57][C:58]2[CH:63]=[CH:62][CH:61]=[CH:60][N:59]=2)[CH2:51][CH2:50][CH2:49][CH2:48][CH2:47]1 |f:5.6.7,10.11|. Reported procedure: 550 μl of pivaloyl chloride are added dropwise, at -5° C., to 1.9 g of Boc-His(DNP)-OH, 360 μl of pyridine and 620 μl of N-ethylpiperidine in 50 ml of CH2Cl2. After 10 minutes at -5° C., the mixture is stirred at +10° C. for 10 minutes. It is again cooled to -5° C. and then 1.3 g of 1(S)-cyclohexylmethyl-2(S)-hydroxy-5-(2-pyridyl)-pentylamine (prepared from 1.7 g of 3-Boc-4(S)-cyclohexylmethyl-2,2-dimethyl-5-(3-(2-pyridyl)propyl)oxazolidine by the process described under b) and subsequent libera... Reactants: O=C(O)c1cc(S(=O)(=O)Cl)c(F)cc1Cl, CCOC(=O)Cc1csc(N)n1. The product is CCOC(=O)Cc1csc(NS(=O)(=O)c2cc(C(=O)O)c(Cl)cc2F)n1. As a reaction SMILES: [Cl:13][c:14]1[c:15]([C:16](=[O:17])[OH:18])[cH:19][c:20]([S:24](=[O:25])(=[O:26])[Cl:27])[c:21]([F:23])[cH:22]1.[NH2:1][c:2]1[s:3][cH:4][c:5]([CH2:7][C:8](=[O:9])[O:10][CH2:11][CH3:12])[n:6]1>>[NH:1]([c:2]1[s:3][cH:4][c:5]([CH2:7][C:8](=[O:9])[O:10][CH2:11][CH3:12])[n:6]1)[S:24]([c:20]1[cH:19][c:15]([C:16](=[O:17])[OH:18])[c:14]([Cl:13])[cH:22][c:21]1[F:23])(=[O:25])=[O:26]. The reactants are solution, C(CCC)[Li] (butyl lithium), C[Si](C)(C)Cl (trimethylsilyl chloride), CC=1C=NC=2CCCCC2C1 (5,6,7,8-tetrahydro-3-methylquinoline). Solvent: CCCCCC (hexane), O1CCCC1 (THF), O1CCCC1 (THF), O1CCCC1 (tetrahydrofuran). Reaction conditions: time 0.5 hour. Yields the product C[Si](C1CCCC=2C=C(C=NC12)C)(C)C (5,6,7,8-Tetrahydro-8-trimethylsilyl-3-methylquinoline). Isolated yield 91.0%. As a reaction SMILES: [CH3:1][C:2]1[CH:3]=[N:4][C:5]2[CH2:6][CH2:7][CH2:8][CH2:9][C:10]=2[CH:11]=1.C([Li])CCC.[CH3:17][Si:18](Cl)([CH3:20])[CH3:19]>CCCCCC.O1CCCC1>[CH3:17][Si:18]([CH3:20])([CH3:19])[CH:6]1[C:5]2[N:4]=[CH:3][C:2]([CH3:1])=[CH:11][C:10]=2[CH2:9][CH2:8][CH2:7]1. Reported procedure: A mixture of 5,6,7,8-tetrahydro-3-methylquinoline (29.4 g, 0.2 M) and tetrahydrofuran (THF) (50 ml) was added to a mixture of a 1.55 molar solution of butyl lithium in hexane (129 ml, 0.2 M) and THF (50 ml), maintained below 10°. After 0.5 hour the mixture was blown over by inert gas onto a mixture of trimethylsilyl chloride (50 ml, 0.4 M) in the THF (100 ml), maintained below 10°. After 0.5 hour, the mixture was evaporated and the residue extracted with hexane. The hexane extracts were evaporat... Reactants: ClC1=NC=CC(=N1)C1=C(N=C(S1)C(C)C)C=1C=C(C=CC1)NS(=O)(=O)C1=C(C=CC(=C1)F)OC (N-{3-[5-(2-Chloro-4-pyrimidinyl)-2-(1-methylethyl)-1,3-thiazol-4-yl]phenyl}-5-fluoro-2-(methyloxy)benzenesulfonamide), C(C(C)C)N (isobutylamine). Yields the product FC=1C=CC(=C(C1)S(=O)(=O)NC1=CC(=CC=C1)C=1N=C(SC1C1=NC(=NC=C1)NCC(C)C)C(C)C)OC (5-Fluoro-N-[3-(2-(1-methylethyl)-5-{2-[(2-methylpropyl)amino]-4-pyrimidinyl}-1,3-thiazol-4-yl)phenyl]-2-(methyloxy)benzenesulfonamide). RXN SMILES: Cl[C:2]1[N:7]=[C:6]([C:8]2[S:12][C:11]([CH:13]([CH3:15])[CH3:14])=[N:10][C:9]=2[C:16]2[CH:17]=[C:18]([NH:22][S:23]([C:26]3[CH:31]=[C:30]([F:32])[CH:29]=[CH:28][C:27]=3[O:33][CH3:34])(=[O:25])=[O:24])[CH:19]=[CH:20][CH:21]=2)[CH:5]=[CH:4][N:3]=1.[CH2:35]([NH2:39])[CH:36]([CH3:38])[CH3:37]>>[F:32][C:30]1[CH:29]=[CH:28][C:27]([O:33][CH3:34])=[C:26]([S:23]([NH:22][C:18]2[CH:19]=[CH:20][CH:21]=[C:16]([C:9]3[N:10]=[C:11]([CH:13]([CH3:15])[CH3:14])[S:12][C:8]=3[C:6]3[CH:5]=[CH:4][N:3]=[C:2]([NH:39][CH2:35][CH:36]([CH3:38])[CH3:37])[N:7]=3)[CH:17]=2)(=[O:25])=[O:24])[CH:31]=1. Procedure: Following a procedure analogous to the procedure described in Example 18, Step B using N-{3-[5-(2-Chloro-4-pyrimidinyl)-2-(1-methylethyl)-1,3-thiazol-4-yl]phenyl}-5-fluoro-2-(methyloxy)benzenesulfonamide (89 mg, 0.171 mmol) and isobutylamine (0.172 mL, 1.715 mmol) the title compound was obtained as a yellow foam (58 mg, 61% yield). 1H NMR (400 MHz, DMSO-d6) δ ppm 10.27 (s, 1H), 7.92 (d, J=5.1 Hz, 1H), 7.36-7.52 (m, 2H), 7.29 (t, J=5.9 Hz, 1H), 7.09-7.26 (m, 4H), 7.06 (d, J=7.5 Hz, 1H), 5.92 (dd,...